Dataset: the Open Reaction Database (ORD), a public repository of structured organic reaction records. Task: describe an organic reaction: reactants, conditions, products, and yield Reactants: Cl.CCOC(=O)C (HCl EtOAc), CC(C)([O-])C.[K+] (potassium tert-butoxide), ClC1=CC(=C(C=C1F)C=1N=C(C2=C(N1)C=CS2)N2CCC(CCC2)=O)F (1-[2-(4-chloro-2,5-difluorophenyl)thieno[3,2-d]pyrimidine-4-yl]azepane-4-one), C1(=CC=C(C=C1)S(=O)(=O)C[N+]#[C-])C (p-toluensulfonylmethyl isocyanide). Solvent: CCOC(=O)C (EtOAc), C1CCOC1 (THF), COCCOC (1,2-dimethoxyethane). Run at time 1 hour. Yields the product Cl.ClC1=CC(=C(C=C1F)C=1N=C(C2=C(N1)C=CS2)N2CCC(CCC2)C#N)F (1-[2-(4-chloro-2,5-difluorophenyl)thieno[3,2-d]pyrimidine-4-yl]azepane-4-carbonitrile hydrochloride). Yield: 41.2%. Reaction SMILES: CC(C)([O-])C.[K+].[Cl:7][C:8]1[C:13]([F:14])=[CH:12][C:11]([C:15]2[N:16]=[C:17]([N:24]3[CH2:30][CH2:29][CH2:28][C:27](=O)[CH2:26][CH2:25]3)[C:18]3[S:23][CH:22]=[CH:21][C:19]=3[N:20]=2)=[C:10]([F:32])[CH:9]=1.C1(C)C=CC(S([CH2:42][N+:43]#[C-])(=O)=O)=CC=1.Cl.CCOC(C)=O>CCOC(C)=O.C1COCC1.COCCOC>[ClH:7].[Cl:7][C:8]1[C:13]([F:14])=[CH:12][C:11]([C:15]2[N:16]=[C:17]([N:24]3[CH2:30][CH2:29][CH2:28][CH:27]([C:42]#[N:43])[CH2:26][CH2:25]3)[C:18]3[S:23][CH:22]=[CH:21][C:19]=3[N:20]=2)=[C:10]([F:32])[CH:9]=1 |f:0.1,4.5,9.10|. Reported procedure: 440 mg of potassium tert-butoxide was added to a mixture of 650 mg of 1-[2-(4-chloro-2,5-difluorophenyl)thieno[3,2-d]pyrimidine-4-yl]azepane-4-one, 380 mg of p-toluensulfonylmethyl isocyanide, 20 ml of 1,2-dimethoxyethane and 10 ml of THF and the resultant was stirred for one hour under ice cooling. After the reaction mixture was concentrated under reduced pressure, 50 ml of water was added to the obtained residue and extracted twice with 100 ml of EtOAc. After the organic layer washed with a sa... Starting materials: ClC=1SC2=C(N1)C=CC(=C2)Cl (2,6-dichlorobenzothiazole), C1CCC(CC1)C[C@@H](C(=O)O)N (L-cyclohexylalanine), FC1=CC=C(C=C1)NCCN (N1-(4-fluoro-phenyl)-ethane-1,2-diamine). The product is ClC1=CC2=C(N=C(S2)N[C@H](C(=O)NCCNC2=CC=C(C=C2)F)CC2CCCCC2)C=C1 (2-(S)-(6-Chloro-benzothiazol-2-ylamino)-3-cyclohexyl-N-[2-(4-fluoro-phenylamino)-ethyl]-propionamide). Reaction SMILES: Cl[C:2]1[S:3][C:4]2[CH:10]=[C:9]([Cl:11])[CH:8]=[CH:7][C:5]=2[N:6]=1.[CH2:12]1[CH2:17][CH2:16][CH:15]([CH2:18][C@H:19]([NH2:23])[C:20]([OH:22])=O)[CH2:14][CH2:13]1.[F:24][C:25]1[CH:30]=[CH:29][C:28]([NH:31][CH2:32][CH2:33][NH2:34])=[CH:27][CH:26]=1>>[Cl:11][C:9]1[CH:8]=[CH:7][C:5]2[N:6]=[C:2]([NH:23][C@@H:19]([CH2:18][CH:15]3[CH2:14][CH2:13][CH2:12][CH2:17][CH2:16]3)[C:20]([NH:34][CH2:33][CH2:32][NH:31][C:28]3[CH:29]=[CH:30][C:25]([F:24])=[CH:26][CH:27]=3)=[O:22])[S:3][C:4]=2[CH:10]=1. Procedure: The title compound was prepared from 2,6-dichlorobenzothiazole, L-cyclohexylalanine and N1-(4-fluoro-phenyl)-ethane-1,2-diamine.2HCl using the procedure analogous to that described in example 2. 1H NMR (DMSO-d6, 400 MHz) δ 8.30 (d, 1H, J=8.0 Hz), 8.17 (t, 1H, J=5.6 Hz), 7.72 (d, 1H, J=2.4 Hz), 7.23 (d, 1H, J=8.4 Hz), 7.15 (dd, 1H, J=8.4 Hz, J=2.4 Hz), 6.84(m, 2H), 6.50(m, 2H), 4.40(m, 1H), 3.16(m, 2H), 2.97(m, 2H), 1.55(m, 7H), 1.30(m, 1H), 1.05(m, 3H), 0.83(m, 2H). HPLC-MS calcd. for C24H28ClFN... Starting materials: IC(C(=O)N)(C(F)(F)F)F (2-Iodotetrafluoropropionamide), 6, O=P12OP3(=O)OP(=O)(O1)OP(=O)(O2)O3 (P2O5). Reaction conditions: temperature 97.5 celsius. Product: IC(C#N)(C(F)(F)F)F (2-Iodotetrafluoropropionitrile). Reaction SMILES: [I:1][C:2]([F:10])([C:6]([F:9])([F:8])[F:7])[C:3]([NH2:5])=O.O=P12OP3(OP(OP(O3)(O1)=O)(=O)O2)=O>>[I:1][C:2]([F:10])([C:6]([F:9])([F:8])[F:7])[C:3]#[N:5]. Procedure details: 2-Iodotetrafluoropropionamide prepared from Experiment 6 (16.3 g, 0.06 mol) was mixed well with P2O5 (16.3 g, 0.115 mol) in a flask under nitrogen atmosphere. The mixture was heated slowly to 95 to 100° C., a volatile product started to form and was collected in a cold trap (dry ice-acetone bath). The title product was obtained as a slightly pink liquid after purification by distillation, yield 12.5 g (82.5%), b.p. 68-70° C. 19F NMR (188.24 MHz, CDCl3): -78.7 (2 singlets, 3F), -137.9 (q, J =16 H... Starting materials: CCO, CCOC(C)=O, CC1CN(S(=O)(=O)c2cnc(Cl)s2)CCN1c1ncc(C(O)(C(F)(F)F)C(F)(F)F)cn1, [NH4+], [OH-]. Yields the product CC1CN(S(=O)(=O)c2cnc(N)s2)CCN1c1ncc(C(O)(C(F)(F)F)C(F)(F)F)cn1. Reaction SMILES: [CH3:35][CH2:36][OH:37].[CH3:38][CH2:39][O:40][C:41]([CH3:42])=[O:43].[Cl:1][c:2]1[s:3][c:4]([S:7](=[O:8])(=[O:9])[N:10]2[CH2:11][CH:12]([CH3:32])[N:13]([c:16]3[n:17][cH:18][c:19]([C:22]([C:23]([F:24])([F:25])[F:26])([C:27]([F:28])([F:29])[F:30])[OH:31])[cH:20][n:21]3)[CH2:14][CH2:15]2)[cH:5][n:6]1.[NH4+:34].[OH-:33]>>[c:2]1([NH2:34])[s:3][c:4]([S:7](=[O:8])(=[O:9])[N:10]2[CH2:11][CH:12]([CH3:32])[N:13]([c:16]3[n:17][cH:18][c:19]([C:22]([C:23]([F:24])([F:25])[F:26])([C:27]([F:28])([F:29])[F:30])[OH:31])[cH:20][n:21]3)[CH2:14][CH2:15]2)[cH:5][n:6]1.